This data is from the Open Reaction Database (ORD), a public repository of structured organic reaction records. The task is: describe an organic reaction: reactants, conditions, products, and yield Starting materials: C=C1C2=C(OCC3=C1C=CC=C3)C=CC(=C2)C(=O)OC (Methyl 11-methylene-6,11-dihydrodibenz[b,e]oxepin-2-carboxylate), alcohol, Cl (hydrochloric acid), C(C)O (ethanol), [OH-].[Na+] (sodium hydroxide). The solvent is O (water). Run at time 2 hour. Yields the product C=C1C2=C(OCC3=C1C=CC=C3)C=CC(=C2)C(=O)O (11-Methylene-6,11-dihydrodibenz[b,e]oxepin-2-carboxylic Acid). RXN SMILES: [CH2:1]=[C:2]1[C:8]2[CH:9]=[CH:10][CH:11]=[CH:12][C:7]=2[CH2:6][O:5][C:4]2[CH:13]=[CH:14][C:15]([C:17]([O:19]C)=[O:18])=[CH:16][C:3]1=2.C(O)C.[OH-].[Na+].Cl>O>[CH2:1]=[C:2]1[C:8]2[CH:9]=[CH:10][CH:11]=[CH:12][C:7]=2[CH2:6][O:5][C:4]2[CH:13]=[CH:14][C:15]([C:17]([OH:19])=[O:18])=[CH:16][C:3]1=2 |f:2.3|. Procedure: Dissolve the residue of Step A above in 40 ml. of ethanol with warming. Cool and add 40 ml. of 20% aqueous sodium hydroxide solution. Allow to stand for 2 hour and strip away the alcohol. Dilute with water and acidify with 5 N hydrochloric acid. Separate the solids by filtration and dry to obtain the title product (yield 850 mg). Purify by recrystallization from ethanol (m.p. 255°-257° C.).